From a dataset of the Open Reaction Database (ORD), a public repository of structured organic reaction records. describe an organic reaction: reactants, conditions, products, and yield The reactants are Cl (HCl), CN(C)CC1=C(C=C(C(=O)OC)C=C1)OC (methyl 4-dimethylaminomethyl-3-methoxy-benzoate). Run in CO (MeOH), [OH-].[Na+] (NaOH). Run at temperature 50 celsius, time 16 hour. Product: CN(C)CC1=C(C=C(C(=O)O)C=C1)OC (4-dimethylaminomethyl-3-methoxy-benzoic acid), resin. As a reaction SMILES: [CH3:1][N:2]([CH2:4][C:5]1[CH:14]=[CH:13][C:8]([C:9]([O:11]C)=[O:10])=[CH:7][C:6]=1[O:15][CH3:16])[CH3:3].Cl>CO.[OH-].[Na+]>[CH3:3][N:2]([CH2:4][C:5]1[CH:14]=[CH:13][C:8]([C:9]([OH:11])=[O:10])=[CH:7][C:6]=1[O:15][CH3:16])[CH3:1] |f:3.4|. Reported procedure: To a solution of methyl 4-dimethylaminomethyl-3-methoxy-benzoate (420 mg, 1.88 mmol) in MeOH (4 mL), 1 M aq. NaOH solution (2.5 mL) was added. The mixture was stirred at 50° C. for 2 h and at rt for 16 h before it was neutralised by adding 1 M aq. HCl (1.25 mL) and the solvent was evaporated. The residue was suspended in n-butanol (100 mL) and the mixture was refluxed for 1 h. The suspension was cooled to rt, filtered and the filtrate was concentrated and dried to give 4-dimethylaminomethyl-3-me... Reactants: FC(C1=CC(=NC(N1)=O)C=1C=NC(=CC1)C(F)(F)F)F (6-difluoromethyl-4-(6-trifluoromethyl-pyridin-3-yl)-1H-pyrimidin-2-one), O=P(Cl)(Cl)Cl (phosphoroxychloride). Yields the product ClC1=NC(=CC(=N1)C(F)F)C=1C=NC(=CC1)C(F)(F)F (2-Chloro-4-difluoromethyl-6-(6-trifluoromethyl-pyridin-3-yl)-pyrimidine), oil. Isolated yield 98.0%. Reaction SMILES: [F:1][CH:2]([F:20])[C:3]1[NH:8][C:7](=O)[N:6]=[C:5]([C:10]2[CH:11]=[N:12][C:13]([C:16]([F:19])([F:18])[F:17])=[CH:14][CH:15]=2)[CH:4]=1.O=P(Cl)(Cl)[Cl:23]>>[Cl:23][C:7]1[N:8]=[C:3]([CH:2]([F:20])[F:1])[CH:4]=[C:5]([C:10]2[CH:11]=[N:12][C:13]([C:16]([F:19])([F:18])[F:17])=[CH:14][CH:15]=2)[N:6]=1. Procedure details: The title compound was prepared from 6-difluoromethyl-4-(6-trifluoromethyl-pyridin-3-yl)-1H-pyrimidin-2-one (6.37 g, 0.022 mol) and phosphoroxychloride (34 ml) according to the general procedure I. Obtained as a brown oil (6.65 g, 98%). MS (ISP) 310.2 [(M+H)+]. Reactants: FC1=CC=C(CC2=CC(=NN2CC(=O)O)C=2N=CNC2)C=C1 ([5-(4-fluorobenzyl)-3-(1H-imidazol-4-yl)-1H-pyrazol-1-yl]acetic acid), N1C[C@@H](CCC1)O ((R)-piperidin-3-ol), CCN=C=NCCCN(C)C (EDCI), C=1C=CC2=C(C1)N=NN2O (HOBt), CN1CCOCC1 (NMM). Solvent: CN(C)C=O (DMF). Conditions: time 8 hour. The product is FC1=CC=C(CC2=CC(=NN2CC(=O)N2C[C@@H](CCC2)O)C=2N=CNC2)C=C1 ((3R)-1-{[5-(4-fluorobenzyl)-3-(1H-imidazol-4-yl)-1H-pyrazol-1-yl]acetyl}piperidin-3-ol). Isolated yield 15.6%. Reaction SMILES: [F:1][C:2]1[CH:22]=[CH:21][C:5]([CH2:6][C:7]2[N:11]([CH2:12][C:13]([OH:15])=O)[N:10]=[C:9]([C:16]3[N:17]=[CH:18][NH:19][CH:20]=3)[CH:8]=2)=[CH:4][CH:3]=1.[NH:23]1[CH2:28][CH2:27][CH2:26][C@@H:25]([OH:29])[CH2:24]1.CCN=C=NCCCN(C)C.C1C=CC2N(O)N=NC=2C=1.CN1CCOCC1>CN(C=O)C>[F:1][C:2]1[CH:3]=[CH:4][C:5]([CH2:6][C:7]2[N:11]([CH2:12][C:13]([N:23]3[CH2:28][CH2:27][CH2:26][C@@H:25]([OH:29])[CH2:24]3)=[O:15])[N:10]=[C:9]([C:16]3[N:17]=[CH:18][NH:19][CH:20]=3)[CH:8]=2)=[CH:21][CH:22]=1. Procedure: A mixture of [5-(4-fluorobenzyl)-3-(1H-imidazol-4-yl)-1H-pyrazol-1-yl]acetic acid (0.5 g, 1.67 mmol), (R)-piperidin-3-ol (0.30 g, 2.50 mmol), EDCI (0.58 g, 3.0 mmol), HOBt (0.40 g, 3.0 mmol) and NMM (1.0 mL, 10.0 mmol) in DMF (15 mL) was stirred at room temperature overnight. The mixture was concentrated in vacuo and the residue was diluted with water (5 mL). The mixture was extracted with CH2Cl2 (3×5 mL) and the organics combined, washed with 1 N aq. NaOH (3×10 mL), water (3×5 mL) and brine (25... Starting materials: CC(CCO)CCCC(CCCC(C)C)C (3,7,11-trimethyldodecanol), N1=CC=CC=C1 (pyridine), C1(=CC=C(C=C1)S(=O)(=O)Cl)C (p-toluenesulfonyl chloride). The solvent is C(Cl)Cl (methylene chloride), C(Cl)Cl (methylene chloride). Run at time 8 hour. The product is S(=O)(=O)(OCCC(CCCC(CCCC(C)C)C)C)C1=CC=C(C)C=C1 (3,7,11-trimethyldodecyl tosylate). Isolated yield 108.7%. As a reaction SMILES: [CH3:1][CH:2]([CH2:6][CH2:7][CH2:8][CH:9]([CH3:16])[CH2:10][CH2:11][CH2:12][CH:13]([CH3:15])[CH3:14])[CH2:3][CH2:4][OH:5].N1C=CC=CC=1.[C:23]1([CH3:33])[CH:28]=[CH:27][C:26]([S:29](Cl)(=[O:31])=[O:30])=[CH:25][CH:24]=1>C(Cl)Cl>[S:29]([C:26]1[CH:27]=[CH:28][C:23]([CH3:33])=[CH:24][CH:25]=1)([O:5][CH2:4][CH2:3][CH:2]([CH3:1])[CH2:6][CH2:7][CH2:8][CH:9]([CH3:16])[CH2:10][CH2:11][CH2:12][CH:13]([CH3:15])[CH3:14])(=[O:31])=[O:30]. Procedure: Under a nitrogen atmosphere, a solution of 22.8 g (100 mmol) of 3,7,11-trimethyldodecanol and 9.48 g (120 mmol) of pyridine in 200 ml of dry methylene chloride was added dropwise to a solution of 20.96 g (110 mmol) of p-toluenesulfonyl chloride in 100 ml of dry methylene chloride under ice cooling (1 to 2° C.). After the dropwise addition, the resultant was agitated at room temperature overnight, the resulting reaction solution was successively washed with 200 ml of water, 200 ml of 2N hydrochlo... Starting materials: O=C1CCC(=O)N1Br, O=C(OOC(=O)c1ccccc1)c1ccccc1, ClC(Cl)(Cl)Cl, CCn1c(=O)c(C)nc2ccccc21. The product is CCn1c(=O)c(CBr)nc2ccccc21. RXN SMILES: [Br:15][N:16]1[C:17](=[O:18])[CH2:19][CH2:20][C:21]1=[O:22].[C:23]([O:24][O:25][C:26](=[O:27])[c:28]1[cH:29][cH:30][cH:31][cH:32][cH:33]1)(=[O:34])[c:35]1[cH:36][cH:37][cH:38][cH:39][cH:40]1.[C:41]([Cl:42])([Cl:43])([Cl:44])[Cl:45].[CH2:1]([CH3:2])[n:3]1[c:4](=[O:14])[c:5]([CH3:13])[n:6][c:7]2[cH:8][cH:9][cH:10][cH:11][c:12]12>>[CH2:1]([CH3:2])[n:3]1[c:4](=[O:14])[c:5]([CH2:13][Br:15])[n:6][c:7]2[cH:8][cH:9][cH:10][cH:11][c:12]12. The reactants are C[C@H](/C=C/[C@H](C)C(C)C)[C@H]1CC[C@@H]\2[C@@]1(CCC/C2=C\C=C/3\C[C@H](CCC3=C)O)C (vitamin D2), CO (methanol), [BH4-].[Na+] (NaBH4), [BH4-].[Na+] (NaBH4), [BH4-].[Na+] (NaBH4). The solvent is N1=CC=CC=C1 (pyridine). Run at time 20 minute. The product is CC[C@H](C)[C@H]1CC[C@@H]\2[C@@]1(CCC/C2=C\C=C3C[C@H](C(=C)[C@@H](C3)O)O)C (2MbisP). The yield is 76.0%. Reaction SMILES: [CH3:1][C@@H:2]([C@@H:10]1[C@@:14]2([CH3:29])[CH2:15][CH2:16][CH2:17]/[C:18](=[CH:19]\[CH:20]=[C:21]3\[CH2:22][C@@H:23]([OH:28])[CH2:24][CH2:25][C:26]\3=C)/[C@@H:13]2[CH2:12][CH2:11]1)/[CH:3]=[CH:4]/[C@@H](C(C)C)C.[BH4-].[Na+].[CH3:32][OH:33]>N1C=CC=CC=1>[CH3:4][CH2:3][C@@H:2]([C@@H:10]1[C@@:14]2([CH3:29])[CH2:15][CH2:16][CH2:17]/[C:18](=[CH:19]\[CH:20]=[C:21]3[CH2:26][C@@H:32]([OH:33])[C:24](=[CH2:25])[C@H:23]([OH:28])[CH2:22]3)/[C@@H:13]2[CH2:12][CH2:11]1)[CH3:1] |f:1.2|. Reported procedure: A solution of vitamin D2 (5 g, 12.7 mmol) in methanol (400 mL) and pyridine (5 mL) was cooled to −78° C. while purging with argon. The argon stream was stopped and a stream of ozone was passed until a blue color appeared. The solution was purged with oxygen until the blue color disappeared and treated with NaBH4 (1.2 g, 32 mmol). After 20 minutes, the second portion of NaBH4 (1.2 g, 32 mmol) was added and reaction was allowed to warm to room temperature. The third portion of NaBH4 (1.2 g, 32 mmo...